This data is from the Open Reaction Database (ORD), a public repository of structured organic reaction records. The task is: describe an organic reaction: reactants, conditions, products, and yield Yields the product FC1=CC=C2N=C(C(=NC2=C1)C1=NNC(=C1)N)C (3-(7-fluoro-3-methylquinoxalin-2-yl)-1H-pyrazol-5-amine). The reactants are FC1=CC=C2N=C(C(=NC2=C1)C(CC#N)=O)C (3-(7-fluoro-3-methylquinoxalin-2-yl)-3-oxopropanenitrile), O.NN (hydrazine hydrate). Procedure: To a suspension of 3-(7-fluoro-3-methylquinoxalin-2-yl)-3-oxopropanenitrile (48.6 g, 212 mmol) in ethanol (530 mL) and acetic acid (53 mL) was added hydrazine hydrate (79%, 19.6 mL, 318 mmol). The reaction mixture was reflux for 5 h, and then concentrated in vacuo. The residue was triturated with water and diisopropyl ether subsequently to give 3-(7-fluoro-3-methylquinoxalin-2-yl)-1H-pyrazol-5-amine. MS (APCI): m/z 244 (M+H). RXN SMILES: [F:1][C:2]1[CH:11]=[C:10]2[C:5]([N:6]=[C:7]([CH3:17])[C:8]([C:12](=O)[CH2:13][C:14]#[N:15])=[N:9]2)=[CH:4][CH:3]=1.O.[NH2:19][NH2:20]>C(O)C.C(O)(=O)C>[F:1][C:2]1[CH:11]=[C:10]2[C:5]([N:6]=[C:7]([CH3:17])[C:8]([C:12]3[CH:13]=[C:14]([NH2:15])[NH:20][N:19]=3)=[N:9]2)=[CH:4][CH:3]=1 |f:1.2|. Solvent: C(C)O (ethanol), C(C)(=O)O (acetic acid).